This data is from the Open Reaction Database (ORD), a public repository of structured organic reaction records. The task is: describe an organic reaction: reactants, conditions, products, and yield Reactants: CCCC1=Nc2ccc(I)cc2C(=O)N1Cc3ccc(cc3)c4ccccc4S(=O)(=O)NC(C)(C)C, CC1(C)OB(OC1(C)C)c2ccc(cc2)c3cnccn3. The reagents and catalysts are CCN=P(N=P(N(C)C)(N(C)C)N(C)C)(N(C)C)N(C)C (P2-Et), CN(C)c1ccc([PH](C(C)(C)C)(C(C)(C)C)[Pd]2(OS(C)(=O)=O)Nc3ccccc3-c3ccccc32)cc1 (Aphos G3). The solvent is CS(C)=O (DMSO), O (water), CS(C)=O (DMSO), CS(C)=O (DMSO), CS(C)=O (DMSO). Reaction conditions: time 22 hour. Yields the product CCCC1=Nc2ccc(cc2C(=O)N1Cc3ccc(cc3)c4ccccc4S(=O)(=O)NC(C)(C)C)c5ccc(cc5)c6cnccn6, CCCC1=Nc2ccc(I)cc2C(=O)N1Cc3ccc(cc3)c4ccccc4S(=O)(=O)NC(C)(C)C, c1ccc(-c2ccccc2)cc1. Starting materials: CSC=1N=NC2=C(N1)C(NC(=N2)C2=C(C=CC=C2)OCCC)=O (5,6-Dihydro-3-methylthio-5-oxo-7-(2-propoxyphenyl)pyrimido[5,4-e][1,2,4]triazine), CN (methylamine). The solvent is industrial methylated spirit. Product: CNC=1N=NC2=C(N1)C(NC(=N2)C2=C(C=CC=C2)OCCC)=O (3-Methylamino-5,6-dihydro-5-oxo-7-(2-propoxyphenyl)pyrimido[5,4-e][1,2,4]triazine). RXN SMILES: CS[C:3]1[N:4]=[N:5][C:6]2[N:12]=[C:11]([C:13]3[CH:18]=[CH:17][CH:16]=[CH:15][C:14]=3[O:19][CH2:20][CH2:21][CH3:22])[NH:10][C:9](=[O:23])[C:7]=2[N:8]=1.[CH3:24][NH2:25]>>[CH3:24][NH:25][C:3]1[N:4]=[N:5][C:6]2[N:12]=[C:11]([C:13]3[CH:18]=[CH:17][CH:16]=[CH:15][C:14]=3[O:19][CH2:20][CH2:21][CH3:22])[NH:10][C:9](=[O:23])[C:7]=2[N:8]=1. Procedure: 5,6-Dihydro-3-methylthio-5-oxo-7-(2-propoxyphenyl)pyrimido[5,4-e][1,2,4]triazine (340 mg) was treated with a solution of methylamine in industrial methylated spirit (33%, 15 ml) at 70° C. in a pressure vessel (172 kPa) for 10 hours. The cooled reaction mixture was evaporated under reduced pressure to afford a yellow solid (290 mg) which was recrystallised from ethanol and then acetonitrile to afford the title compound, 120 mg, m.p. decomposes over 260° C.